This data is from the Open Reaction Database (ORD), a public repository of structured organic reaction records. The task is: describe an organic reaction: reactants, conditions, products, and yield RXN SMILES: [C:1]1([C@H:7]([NH2:9])[CH3:8])[CH:6]=[CH:5][CH:4]=[CH:3][CH:2]=1.[C:10](O)(=O)C=O.C([O-])([O-])=O.[K+].[K+].[N+:21]([CH:23]([C:34]1[CH:38]=[CH:37][S:36][CH:35]=1)S(C1C=CC(C)=CC=1)(=O)=O)#[C-:22]>CN(C=O)C.[Cl-].[Na+].O>[C:1]1([C@H:7]([N:9]2[CH:10]=[C:23]([C:34]3[CH:38]=[CH:37][S:36][CH:35]=3)[N:21]=[CH:22]2)[CH3:8])[CH:6]=[CH:5][CH:4]=[CH:3][CH:2]=1 |f:2.3.4,7.8.9|. Solvent: [Cl-].[Na+].O (brine), CN(C)C=O (DMF). The reactants are 3h, [N+](#[C-])C(S(=O)(=O)C1=CC=C(C=C1)C)C1=CSC=C1 (3-[1-isocyano-1-(toluene-4-sulfonyl)-methyl]-thiophene), C1(=CC=CC=C1)[C@@H](C)N ((R)-1-Phenyl-ethylamine), C(C=O)(=O)O (glyoxylic acid), C(=O)([O-])[O-].[K+].[K+] (K2CO3). Procedure: (R)-1-Phenyl-ethylamine (1.5 equivalents), glyoxylic acid (1.3 equivalents) and K2CO3 (2.5 equivalents) are combined in DMF. After 3h, add the 3-[1-isocyano-1-(toluene-4-sulfonyl)-methyl]-thiophene (1 equivalent) and stir the reaction at RT for 18 h. Pour the reaction mixture into brine and extract with Et2O. Dry the combined organic extracts over K2CO3 and isolate the desired product by flash chromatography. The product is C1(=CC=CC=C1)[C@@H](C)N1C=NC(=C1)C1=CSC=C1 (1-((R)-1-Phenyl-ethyl)-4-thiophen-3-yl-1H-imidazole). Starting materials: [Br-], C=CCBr, CC[Mg+], CNc1ccc(Br)cc1, [Cl-], [NH4+]. Product: C=CCN(C)c1ccc(Br)cc1. Reaction SMILES: [Br-:1].[CH2:14]([CH:15]=[CH2:16])[Br:17].[CH2:2]([Mg+:3])[CH3:4].[CH3:5][NH:6][c:7]1[cH:8][cH:9][c:10]([Br:13])[cH:11][cH:12]1.[Cl-:18].[NH4+:19]>>[CH3:5][N:6]([c:7]1[cH:8][cH:9][c:10]([Br:13])[cH:11][cH:12]1)[CH2:16][CH:15]=[CH2:14]. The reactants are NC=1C(=C(C(=O)OC)C=CC1Cl)NCCCO (methyl 3-amino-4-chloro-2-[(3-hydroxypropyl)amino]benzoate), ClC1=C(C(=CC(=C1)OC)Cl)N=C=S (1,3-dichloro-2-isothiocyanato-5-methoxybenzene). Run at time 1 day. The product is ClC1=C(C(=C(C(=O)OC)C=C1)NCCCO)NC(NC1=C(C=C(C=C1Cl)OC)Cl)=S (Methyl 4-chloro-3-{[(2,6-dichloro-4-methoxyphenyl)carbamothioyl]amino}-2-[(3-hydroxypropyl)amino]benzoate). Yield: 26.8%. Reaction SMILES: [NH2:1][C:2]1[C:3]([NH:13][CH2:14][CH2:15][CH2:16][OH:17])=[C:4]([CH:9]=[CH:10][C:11]=1[Cl:12])[C:5]([O:7][CH3:8])=[O:6].[Cl:18][C:19]1[CH:24]=[C:23]([O:25][CH3:26])[CH:22]=[C:21]([Cl:27])[C:20]=1[N:28]=[C:29]=[S:30]>>[Cl:12][C:11]1[CH:10]=[CH:9][C:4]([C:5]([O:7][CH3:8])=[O:6])=[C:3]([NH:13][CH2:14][CH2:15][CH2:16][OH:17])[C:2]=1[NH:1][C:29](=[S:30])[NH:28][C:20]1[C:21]([Cl:27])=[CH:22][C:23]([O:25][CH3:26])=[CH:24][C:19]=1[Cl:18]. Procedure details: A mixture of methyl 3-amino-4-chloro-2-[(3-hydroxypropyl)amino]benzoate (500 mg, 1.93 mmol) and 1,3-dichloro-2-isothiocyanato-5-methoxybenzene (678 mg, 2.90 mmol) was stirred at room temperature for 1 day and concentrated in vacuo. The residue was purified by flash column chromatography on silica gel eluting with a 30-70% ethyl acetate/n-hexane gradient mixture to give the title compound as a brown oil (255 mg, 0.517 mmol, 27%). Starting materials: C(C)(C)(C)OC(=O)N1C(CC(C1)CO)C(=O)OC(C)(C)C (4-hydroxymethyl-pyrrolidine-1,2-dicarboxylic acid di-tert-butyl ester), C1(=CC=CC=C1)P(C1=CC=CC=C1)C1=CC=CC=C1 (triphenylphosphine), FC=1C=C(C=CC1)O (3-fluorophenol), CC(C)OC(=O)/N=N/C(=O)OC(C)C (diisopropylazodicarboxylate). The solvent is O1CCCC1 (tetrahydrofuran). Reaction conditions: time 72 hour. The product is C(C)(C)(C)OC(=O)N1C(=CC(C1)COC1=CC(=CC=C1)F)C(=O)OC(C)(C)C (4-(3-fluoro-phenoxymethyl)-pyrroline-1,2-dicarboxylic acid di-tert-butyl ester). As a reaction SMILES: [C:1]([O:5][C:6]([N:8]1[CH2:12][CH:11]([CH2:13][OH:14])[CH2:10][CH:9]1[C:15]([O:17][C:18]([CH3:21])([CH3:20])[CH3:19])=[O:16])=[O:7])([CH3:4])([CH3:3])[CH3:2].C1(P(C2C=CC=CC=2)C2C=CC=CC=2)C=CC=CC=1.[F:41][C:42]1[CH:43]=[C:44](O)[CH:45]=[CH:46][CH:47]=1.CC(OC(/N=N/C(OC(C)C)=O)=O)C>O1CCCC1>[C:1]([O:5][C:6]([N:8]1[CH2:12][CH:11]([CH2:13][O:14][C:46]2[CH:45]=[CH:44][CH:43]=[C:42]([F:41])[CH:47]=2)[CH:10]=[C:9]1[C:15]([O:17][C:18]([CH3:21])([CH3:20])[CH3:19])=[O:16])=[O:7])([CH3:3])([CH3:4])[CH3:2]. Procedure: To a solution of 4-hydroxymethyl-pyrrolidine-1,2-dicarboxylic acid di-tert-butyl ester (Preparation 42, 500 mg, 1.66 mmol), triphenylphosphine (653 mg, 2.49 mmol) and 3-fluorophenol (0.23 ml, 2.49 mmol) in tetrahydrofuran (30 ml) at 0° C. under a nitrogen atmosphere was added diisopropylazodicarboxylate (0.49 ml, 2.49 mmol) dropwise over 5 minutes and stirred to room temperature over 72 hours. Solvent was removed under reduced pressure and the residue purified by chromatography on silica gel, el...